This data is from the Open Reaction Database (ORD), a public repository of structured organic reaction records. The task is: describe an organic reaction: reactants, conditions, products, and yield Starting materials: C(C)(C)(C)OC(=O)NC1CC12CCN(CC2)C2=C(C=C1C(C(=CN(C1=C2)C2CC2)C(=O)O)=O)F (7-(1-tert-Butoxycarbonylamino-6-azaspiro[2.5]oct-6-yl)-1-cyclopropyl-6-fluoro-1,4-dihydro-4-oxo-quinoline-3-carboxylic acid), Cl (hydrochloric acid). Yields the product Cl.NC1CC12CCN(CC2)C2=C(C=C1C(C(=CN(C1=C2)C2CC2)C(=O)O)=O)F (7-(1-Amino-6-azaspiro[2.5]oct-6-yl)-1-cyclopropyl-6-fluoro-1,4-dihydro-4-oxo-quinoline-3-carboxylic acid, hydrochloride salt). Isolated yield 60.0%. As a reaction SMILES: C(OC([NH:8][CH:9]1[C:11]2([CH2:16][CH2:15][N:14]([C:17]3[CH:26]=[C:25]4[C:20]([C:21](=[O:33])[C:22]([C:30]([OH:32])=[O:31])=[CH:23][N:24]4[CH:27]4[CH2:29][CH2:28]4)=[CH:19][C:18]=3[F:34])[CH2:13][CH2:12]2)[CH2:10]1)=O)(C)(C)C.[ClH:35]>>[ClH:35].[NH2:8][CH:9]1[C:11]2([CH2:16][CH2:15][N:14]([C:17]3[CH:26]=[C:25]4[C:20]([C:21](=[O:33])[C:22]([C:30]([OH:32])=[O:31])=[CH:23][N:24]4[CH:27]4[CH2:28][CH2:29]4)=[CH:19][C:18]=3[F:34])[CH2:13][CH2:12]2)[CH2:10]1 |f:2.3|. Procedure details: According to the procedure of example 1B, the compound of step A (420 mg, 0.89 mmol) was hydrolyzed with hydrochloric acid to provide the title product, mp 218° C. (decomp.), 197 mg (0.53 mmol, 60% yield). The reactants are CC1(CCC=C2C13CCC(C3)C2(C)C)C (isolongifolene), C(C)(=O)OO (peracetic acid). The product is CC1(CCC2C3(C14CCC(C4)C3(C)C)O2)C (isolongifolene oxide). As a reaction SMILES: [CH3:1][C:2]1([CH3:15])[C:7]23[CH2:11][CH:10]([C:12]([CH3:14])([CH3:13])[C:6]2=[CH:5][CH2:4][CH2:3]1)[CH2:9][CH2:8]3.C(OO)(=[O:18])C>>[CH3:1][C:2]1([CH3:15])[C:7]23[CH2:11][CH:10]([C:12]([CH3:14])([CH3:13])[C:6]42[O:18][CH:5]4[CH2:4][CH2:3]1)[CH2:9][CH2:8]3. Reported procedure: In the first stage, isolongifolene (1) can be reacted in a known manner, for example with peracetic acid, to give isolongifolene oxide (2) (Tetrahedron Lett. 1964, 8, 417; J. Org. Chem. 1970, 35, 1172). Starting materials: NC=1C=CC(=NC1)OC (5-Amino-2-methoxy pyridine), C(C)OC=O (ethylformate). Product: COC1=NC=C(C=C1)NC=O (N-(2-Methoxy-5-pyridyl)formamide). RXN SMILES: [NH2:1][C:2]1[CH:3]=[CH:4][C:5]([O:8][CH3:9])=[N:6][CH:7]=1.[CH2:10]([O:12]C=O)C>>[CH3:9][O:8][C:5]1[CH:4]=[CH:3][C:2]([NH:1][CH:10]=[O:12])=[CH:7][N:6]=1. Procedure: 5-Amino-2-methoxy pyridine (25 g, 0.2 mol) was added to ethylformate (50 ml). This solution was refluxed for eight hours. The volatiles were removed on a rotary evaporator at 30° C. and at aspirator vacuum. The resultant product was pink solid, 30.2 g, 99% of theory, m.p. 81°-83° C. The structure was confirmed by mass spectroscopy (MS), infrared (IR) and nuclear magnetic resonance (NMR) spectroscopy. Product: CS(=O)(=O)c1ccc(Nc2nc(-c3ccccc3)cc(N3CCC(O)CC3)n2)cc1. As a reaction SMILES: [CH3:1][S:2][c:3]1[cH:4][cH:5][c:6]([NH:9][c:10]2[n:11][c:12](-[c:23]3[cH:24][cH:25][cH:26][cH:27][cH:28]3)[cH:13][c:14]([N:16]3[CH2:17][CH2:18][CH:19]([OH:22])[CH2:20][CH2:21]3)[n:15]2)[cH:7][cH:8]1.[CH3:30][C:31](=[O:32])[CH3:33].[OH2:29]>>[CH3:1][S:2]([c:3]1[cH:4][cH:5][c:6]([NH:9][c:10]2[n:11][c:12](-[c:23]3[cH:24][cH:25][cH:26][cH:27][cH:28]3)[cH:13][c:14]([N:16]3[CH2:17][CH2:18][CH:19]([OH:22])[CH2:20][CH2:21]3)[n:15]2)[cH:7][cH:8]1)(=[O:29])=[O:32]. Reactants: CSc1ccc(Nc2nc(-c3ccccc3)cc(N3CCC(O)CC3)n2)cc1, CC(C)=O, O.